From a dataset of the Open Reaction Database (ORD), a public repository of structured organic reaction records. describe an organic reaction: reactants, conditions, products, and yield Starting materials: CCCC(=O)Nc1nn(COCC[Si](C)(C)C)c2c(F)c(F)c(Br)cc12, CCOC(C)=O, [Na+], [Na+], O=C([O-])[O-], C1COCCO1, O, OB(O)c1ccccc1, c1ccc(P(c2ccccc2)(c2ccccc2)[Pd](P(c2ccccc2)(c2ccccc2)c2ccccc2)(P(c2ccccc2)(c2ccccc2)c2ccccc2)P(c2ccccc2)(c2ccccc2)c2ccccc2)cc1. Product: CCCC(=O)Nc1nn(COCC[Si](C)(C)C)c2c(F)c(F)c(-c3ccccc3)cc12. As a reaction SMILES: [Br:16][c:17]1[cH:18][c:19]2[c:20]([NH:36][C:37]([CH2:38][CH2:39][CH3:40])=[O:41])[n:21][n:22]([CH2:28][O:29][CH2:30][CH2:31][Si:32]([CH3:33])([CH3:34])[CH3:35])[c:23]2[c:24]([F:27])[c:25]1[F:26].[CH3:49][CH2:50][O:51][C:52](=[O:53])[CH3:54].[Na+:10].[Na+:11].[O-:12][C:13](=[O:14])[O-:15].[O:43]1[CH2:44][CH2:45][O:46][CH2:47][CH2:48]1.[OH2:42].[OH:1][B:2]([OH:3])[c:4]1[cH:5][cH:6][cH:7][cH:8][cH:9]1.[cH:55]1[cH:56][cH:57][c:58]([P:59]([Pd:60]([P:61]([c:62]2[cH:63][cH:64][cH:65][cH:66][cH:67]2)([c:68]2[cH:69][cH:70][cH:71][cH:72][cH:73]2)[c:74]2[cH:75][cH:76][cH:77][cH:78][cH:79]2)([P:80]([c:81]2[cH:82][cH:83][cH:84][cH:85][cH:86]2)([c:87]2[cH:88][cH:89][cH:90][cH:91][cH:92]2)[c:93]2[cH:94][cH:95][cH:96][cH:97][cH:98]2)[P:99]([c:100]2[cH:101][cH:102][cH:103][cH:104][cH:105]2)([c:106]2[cH:107][cH:108][cH:109][cH:110][cH:111]2)[c:112]2[cH:113][cH:114][cH:115][cH:116][cH:117]2)([c:118]2[cH:119][cH:120][cH:121][cH:122][cH:123]2)[c:124]2[cH:125][cH:126][cH:127][cH:128][cH:129]2)[cH:130][cH:131]1>>[c:4]1(-[c:17]2[cH:18][c:19]3[c:20]([NH:36][C:37]([CH2:38][CH2:39][CH3:40])=[O:41])[n:21][n:22]([CH2:28][O:29][CH2:30][CH2:31][Si:32]([CH3:33])([CH3:34])[CH3:35])[c:23]3[c:24]([F:27])[c:25]2[F:26])[cH:5][cH:6][cH:7][cH:8][cH:9]1. The reactants are C(C)OC(=O)C1=C(C2=CC(=CC=C2C(=C1)O)OC)CCCC (1-butyl-4-hydroxy-7-methoxy-2-naphthalenecarboxylic acid ethyl ester), CI (methyl iodide), C([O-])([O-])=O.[K+].[K+] (potassium carbonate). Yields the product C(C)OC(=O)C1=C(C2=CC(=CC=C2C(=C1)OC)OC)CCCC (1-butyl-4,7-dimethoxy-2-naphthalenecarboxylic acid ethyl ester). Conditions: time 64 hour. Run in CC(=O)C (acetone). Reported procedure: A solution of 1-butyl-4-hydroxy-7-methoxy-2-naphthalenecarboxylic acid ethyl ester (6.5 g) and methyl iodide (7 mL) in acetone (65 mL) containing potassium carbonate (5 g) was stirred at room temperature for 64 hours. After the reaction mixture was filtered, the filtrate was concentrated to dryness and the residue was partitioned between dichloromethane (150 mL) and water (100 mL). The dried (MgSO4) organic layer was evaporated and the residual material crystallized from 2-propanol to yield 5.35... As a reaction SMILES: [CH2:1]([O:3][C:4]([C:6]1[CH:15]=[C:14]([OH:16])[C:13]2[C:8](=[CH:9][C:10]([O:17][CH3:18])=[CH:11][CH:12]=2)[C:7]=1[CH2:19][CH2:20][CH2:21][CH3:22])=[O:5])[CH3:2].CI.[C:25](=O)([O-])[O-].[K+].[K+]>CC(C)=O>[CH2:1]([O:3][C:4]([C:6]1[CH:15]=[C:14]([O:16][CH3:25])[C:13]2[C:8](=[CH:9][C:10]([O:17][CH3:18])=[CH:11][CH:12]=2)[C:7]=1[CH2:19][CH2:20][CH2:21][CH3:22])=[O:5])[CH3:2] |f:2.3.4|. Isolated yield 78.7%.